From a dataset of the Open Reaction Database (ORD), a public repository of structured organic reaction records. describe an organic reaction: reactants, conditions, products, and yield The reactants are CC(C)(C)OC(=O)N(Cc1ccc2c(c1)OCCO2)C1CCN(CCn2c(=O)cc(OS(=O)(=O)C(F)(F)F)c3ccccc32)CC1, CN(C)C=O, CCOC(C)=O, [Na+], [Na+], O=C([O-])[O-], O, OB(O)c1ccncc1. The product is CC(C)(C)OC(=O)N(Cc1ccc2c(c1)OCCO2)C1CCN(CCn2c(=O)cc(-c3ccncc3)c3ccccc32)CC1. Reaction SMILES: [C:6]([CH3:7])([CH3:8])([CH3:9])[O:10][C:11]([N:12]([CH:13]1[CH2:14][CH2:15][N:16]([CH2:19][CH2:20][n:21]2[c:22](=[O:39])[cH:23][c:24]([O:31][S:32]([C:33]([F:34])([F:35])[F:36])(=[O:37])=[O:38])[c:25]3[cH:26][cH:27][cH:28][cH:29][c:30]23)[CH2:17][CH2:18]1)[CH2:40][c:41]1[cH:42][c:43]2[c:44]([cH:49][cH:50]1)[O:45][CH2:46][CH2:47][O:48]2)=[O:51].[CH3:1][N:2]([CH3:3])[CH:4]=[O:5].[CH3:68][CH2:69][O:70][C:71](=[O:72])[CH3:73].[Na+:52].[Na+:53].[O-:54][C:55](=[O:56])[O-:57].[OH2:67].[n:58]1[cH:59][cH:60][c:61]([B:64]([OH:65])[OH:66])[cH:62][cH:63]1>>[C:6]([CH3:7])([CH3:8])([CH3:9])[O:10][C:11]([N:12]([CH:13]1[CH2:14][CH2:15][N:16]([CH2:19][CH2:20][n:21]2[c:22](=[O:39])[cH:23][c:24](-[c:61]3[cH:60][cH:59][n:58][cH:63][cH:62]3)[c:25]3[cH:26][cH:27][cH:28][cH:29][c:30]23)[CH2:17][CH2:18]1)[CH2:40][c:41]1[cH:42][c:43]2[c:44]([cH:49][cH:50]1)[O:45][CH2:46][CH2:47][O:48]2)=[O:51]. The reactants are ClC1=CC=C(C=C1)C=1C=C(C=2N(C1)C(=CN2)I)C2CC2 (6-(4-chloro-phenyl)-8-cyclopropyl-3-iodo-imidazo[1,2-a]pyridine), C(#C)C=1C=CC(=NC1)N (5-ethynyl-pyridin-2-ylamine). Product: ClC1=CC=C(C=C1)C=1C=C(C=2N(C1)C(=CN2)C#CC=2C=CC(=NC2)N)C2CC2 (5-[6-(4-Chloro-phenyl)-8-cyclopropyl-imidazo[1,2-a]pyridin-3-ylethynyl]-pyridin-2-ylamine), solid. The yield is 22.0%. As a reaction SMILES: [Cl:1][C:2]1[CH:7]=[CH:6][C:5]([C:8]2[CH:9]=[C:10]([CH:18]3[CH2:20][CH2:19]3)[C:11]3[N:12]([C:14](I)=[CH:15][N:16]=3)[CH:13]=2)=[CH:4][CH:3]=1.[C:21]([C:23]1[CH:24]=[CH:25][C:26]([NH2:29])=[N:27][CH:28]=1)#[CH:22]>>[Cl:1][C:2]1[CH:7]=[CH:6][C:5]([C:8]2[CH:9]=[C:10]([CH:18]3[CH2:20][CH2:19]3)[C:11]3[N:12]([C:14]([C:22]#[C:21][C:23]4[CH:24]=[CH:25][C:26]([NH2:29])=[N:27][CH:28]=4)=[CH:15][N:16]=3)[CH:13]=2)=[CH:4][CH:3]=1. Reported procedure: The title compound was prepared from 6-(4-chloro-phenyl)-8-cyclopropyl-3-iodo-imidazo[1,2-a]pyridine (example C.27 step 5) (592 mg, 2 mmol) and 5-ethynyl-pyridin-2-ylamine (example D.1) (230 mg, 2 mmol) according to general procedure II. Obtained as a yellow solid (128 mg, 22%). MS (ISP) 385.2 [(M+H)+], 387 [(M+2+H)+]; mp 246° C. The reactants are P(O)(=O)(OP(=O)(O)OP(=O)(O)O)OC[C@@H]1[C@H]([C@H]([C@@H](O1)N1C=NC=2C(N)=NC=NC12)O)O (ATP), [O-]P([O-])(=O)OP(=O)([O-])[O-] (pyrophosphate), Gal-1-P, C1=CN(C(=O)NC1=O)[C@H]2[C@@H]([C@@H]([C@H](O2)COP(=O)(O)OP(=O)(O)O[C@@H]3[C@@H]([C@H]([C@@H]([C@H](O3)CO)O)O)O)O)O (UDP-Glc), 13C Gal-1-P, 13C Gal. Yields the product UDP 13C Gal, C([C@@H]1[C@H]([C@@H]([C@H](C(O1)OP(=O)(O)O)O)O)O)O (Glc-1-P). RXN SMILES: [O-]P(OP([O-])([O-])=O)(=O)[O-].C1C(=O)NC(=O)N([C@@H]2O[C@H](COP([O:28][P:29]([O:32][C@H:33]3[O:38][C@H:37]([CH2:39][OH:40])[C@@H:36]([OH:41])[C@H:35]([OH:42])[C@H:34]3[OH:43])([OH:31])=[O:30])(O)=O)[C@@H](O)[C@H]2O)C=1.P(OC[C@H]1O[C@@H](N2C3N=CN=C(N)C=3N=C2)[C@H](O)[C@@H]1O)(OP(OP(O)(O)=O)(O)=O)(=O)O>>[CH2:39]([OH:40])[C@H:37]1[O:38][CH:33]([O:32][P:29]([OH:31])([OH:30])=[O:28])[C@H:34]([OH:43])[C@@H:35]([OH:42])[C@@H:36]1[OH:41]. Procedure details: The multi-enzyme system (Scheme 15) started with 1-13C-Gal, [99 Atom Percent, purchased from Isotec Inc., Miamisburg, Ohio), GlcNAcβOallyl (Compound 40), (Lee et al., Carbohydr. Res., 37:193 (1974)] phosphoenolpyruvate (PEP), and catalytic amounts of Glc-1-P, ATP and UDP. UDP was converted into UTP with pyruvate kinase (PK; EC 2.7.1.40) and PEP, and UTP reacted with Glc-1-P catalyzed by UDPGP to produce UDP-Glc. The byproduct inorganic pyrophosphate (PPi) was decomposed by inorganic pyrophosphat... The reactants are C(C)(=O)O (Acetic acid), BrC1=C(C=C(C=C1)C(C)=O)C (1-(4-bromo-3-methylphenyl)ethanone), B1(N2CCC[C@H]2C(O1)(C3=CC=CC=C3)C4=CC=CC=C4)C ((S)-2-Methyl-CBS-oxazaborolidine), CSC.B (dimethylsulfide borane). Solvent: ClCCl (dichloromethane). Yields the product BrC1=C(C=C(C=C1)[C@@H](C)O)C ((R)-1-(4-bromo-3-methylphenyl)ethanol). The yield is 71.2%. As a reaction SMILES: [Br:1][C:2]1[CH:7]=[CH:6][C:5]([C:8](=[O:10])[CH3:9])=[CH:4][C:3]=1[CH3:11].B1(C)OC(C2C=CC=CC=2)(C2C=CC=CC=2)[C@H]2N1CCC2.CSC.B.C(O)(=O)C>ClCCl>[Br:1][C:2]1[CH:7]=[CH:6][C:5]([C@H:8]([OH:10])[CH3:9])=[CH:4][C:3]=1[CH3:11] |f:2.3|. Procedure: A mixture of 1-(4-bromo-3-methylphenyl)ethanone (27.3 g, 128 mmol) and (S)-2-Methyl-CBS-oxazaborolidine (3.6 g, 12.8 mmol) in dichloromethane (500 mL) was added dimethylsulfide-borane (64 mL, 2M in tetrahydrofuran) dropwise at −20° C. and maintained at the same temperature for 2 hours. Acetic acid (15 mL) was added to quench the reaction. The resultant mixture was concentrated to give a residue. Then the mixture was concentrated to give a residue. The residue was purified by column chromatograph... Reactants: OC1=C(C(OC2=C(C=CC=C12)O)=O)C1=CC=CC=C1 (4,8-dihydroxy-3-phenyl-coumarin), ClCC(CN1CCOCC1)C (1-chloro-2-methyl-3-morpholino-propane). Yields the product O1CCN(CC1)CC(COC1=C(C(OC2=C(C=CC=C12)O)=O)C1=CC=CC=C1)C (4-(3'-Morpholino-2'-methylpropoxy)-3-phenyl-8-hydroxy-coumarin). Isolated yield 60.7%. RXN SMILES: [OH:1][C:2]1[C:11]2[C:6](=[C:7]([OH:12])[CH:8]=[CH:9][CH:10]=2)[O:5][C:4](=[O:13])[C:3]=1[C:14]1[CH:19]=[CH:18][CH:17]=[CH:16][CH:15]=1.Cl[CH2:21][CH:22]([CH3:30])[CH2:23][N:24]1[CH2:29][CH2:28][O:27][CH2:26][CH2:25]1>>[O:27]1[CH2:28][CH2:29][N:24]([CH2:23][CH:22]([CH3:30])[CH2:21][O:1][C:2]2[C:11]3[C:6](=[C:7]([OH:12])[CH:8]=[CH:9][CH:10]=3)[O:5][C:4](=[O:13])[C:3]=2[C:14]2[CH:15]=[CH:16][CH:17]=[CH:18][CH:19]=2)[CH2:25][CH2:26]1. Procedure details: Prepared according to the method of Example 30 by alkylation of 4,8-dihydroxy-3-phenyl-coumarin by 1-chloro-2-methyl-3-morpholino-propane. After recrystallisation from isopropanol, a white solid is obtained with the melting point of 136° C. Yield 60.7%. Starting materials: NC=1C2=C(N=CN1)N(C=C2C#N)[C@H]2[C@H](OC(C)=O)[C@@H]([C@H](O2)COC(C2=CC=CC=C2)=O)C (4-Amino-7-(2-O-acetyl-5-O-benzoyl-3-deoxy-3-methyl-β-D-ribofuranosyl)-7H-pyrrolo[2,3-d]pyrimidin-5-carbonitrile), N (ammonia), N (ammonia), OO (hydrogen peroxide). Conditions: time 8 hour. Product: NC=1C2=C(N=CN1)N(C=C2C(=O)N)[C@H]2[C@H](O)[C@@H]([C@H](O2)CO)C (4-Amino-7-(3-deoxy-3-methyl-β-D-ribofuranosyl)-7H-pyrrolo[2,3-d]pyrimidin-5-carboxamide). As a reaction SMILES: [NH2:1][C:2]1[C:3]2[C:10]([C:11]#[N:12])=[CH:9][N:8]([C@@H:13]3[O:21][C@H:20]([CH2:22][O:23]C(=O)C4C=CC=CC=4)[C@@H:19]([CH3:32])[C@H:14]3[O:15]C(=O)C)[C:4]=2[N:5]=[CH:6][N:7]=1.N.[OH:34]O>>[NH2:1][C:2]1[C:3]2[C:10]([C:11]([NH2:12])=[O:34])=[CH:9][N:8]([C@@H:13]3[O:21][C@H:20]([CH2:22][OH:23])[C@@H:19]([CH3:32])[C@H:14]3[OH:15])[C:4]=2[N:5]=[CH:6][N:7]=1. Procedure: A mixture of the compound from Step B (51 mg, 0.12 mmol), ethanolic ammonia (5 mL, saturated at 0° C.), aqueous ammonia (5 mL, 30%) and aqueous hydrogen peroxide (1 mL, 35%) was stirred room temperature for 8 h. The solution was evaporated and the residue purified on silica gel column with a solvent system of CH2Cl2/MeOH: 10/1 to give the title compound as a white solid (28 mg). The reactants are FC1=C(C=C(N)C=C1)OC (4-fluoro-3-methoxyaniline), COC(C=O)OC (glyoxal 1,1-dimethyl acetal). Reagents/catalysts: [Pd] (Pd/C). The solvent is C(C)O (ethanol). Yields the product COC(CNC1=CC(=C(C=C1)F)OC)OC (N-(2,2-dimethoxyethyl)-4-fluoro-3-methoxyaniline). Isolated yield 101.1%. RXN SMILES: [F:1][C:2]1[CH:8]=[CH:7][C:5]([NH2:6])=[CH:4][C:3]=1[O:9][CH3:10].[CH3:11][O:12][CH:13]([O:16][CH3:17])[CH:14]=O>C(O)C.[Pd]>[CH3:11][O:12][CH:13]([O:16][CH3:17])[CH2:14][NH:6][C:5]1[CH:7]=[CH:8][C:2]([F:1])=[C:3]([O:9][CH3:10])[CH:4]=1. Reported procedure: To a solution of 4-fluoro-3-methoxyaniline (0.98 g 6.9 mmol) in ethanol (20 ml) was added glyoxal 1,1-dimethyl acetal (0.89 g 8.27 mmol). Pd/C 5% (50 mg) was added and the mixture hydrogenated. Removal of the catalyst by filtration and evaporation of solvent in vacuo gave N-(2,2-dimethoxyethyl)-4-fluoro-3-methoxyaniline 1.6 g Reactants: ( 1R/S,2R/S,3R/S,4S/R ), C(#N)CNC(=O)C1C2C=CC(C1CO)C2 (N-(Cyanomethyl)-3-(hydroxymethyl)bicyclo[2.2.1]hept-5-ene-2-carboxamide), FC1=CC=C(C=C1)S (4-fluorothiophenol), C1(=CC=CC=C1)P(C1=CC=CC=C1)C1=CC=CC=C1 (triphenylphosphine), N(=NC(=O)OC(C)C)C(=O)OC(C)C (Diisopropyl azodicarboxylate). Run in CN(C=O)C (dimethylformamide). Run at time 19 hour. Product: ( 1S/R,2R/S,3R/S,4R/S ), C(#N)CNC(=O)C1C2CCC(C1CSC1=CC=C(C=C1)F)C2 (N-(cyanomethyl)-3-{[(4-fluorophenyl)sulfanyl]methyl}bicyclo[2.2.1]heptane-2-carboxamide). RXN SMILES: C1(P(C2C=CC=CC=2)C2C=CC=CC=2)C=CC=CC=1.N(C(OC(C)C)=O)=NC(OC(C)C)=O.[C:34]([CH2:36][NH:37][C:38]([CH:40]1[CH:45]([CH2:46]O)[CH:44]2[CH2:48][CH:41]1[CH:42]=[CH:43]2)=[O:39])#[N:35].[F:49][C:50]1[CH:55]=[CH:54][C:53]([SH:56])=[CH:52][CH:51]=1>CN(C)C=O>[C:34]([CH2:36][NH:37][C:38]([CH:40]1[CH:45]([CH2:46][S:56][C:53]2[CH:54]=[CH:55][C:50]([F:49])=[CH:51][CH:52]=2)[CH:44]2[CH2:48][CH:41]1[CH2:42][CH2:43]2)=[O:39])#[N:35]. Procedure: A solution of triphenylphosphine (140 mg, 540 mmol) in dimethylformamide (1.0 mL) was cooled to 0° C. Diisopropyl azodicarboxylate (98 μL, 500 μmol) was added and the reaction mixture was stirred for 2 min. (1R/S,2R/S,3R/S,4S/R)-N-(Cyanomethyl)-3-(hydroxymethyl)bicyclo[2.2.1]hept-5-ene-2-carboxamide (94 mg, 450 μmol) and 4-fluorothiophenol (53 μL, 500 μmol) were added. After stirring the reaction mixture for 19 h, it was partitioned between ethyl acetate (20 mL) and 1:1 water:saturated aqueous s...